describe an organic reaction: reactants, conditions, products, and yield From a dataset of the Open Reaction Database (ORD), a public repository of structured organic reaction records. The reactants are ClC1=CC=C(C(=N1)NC1=CC=C(C=C1)C1(CCC1)NC(OC(C)(C)C)=O)[N+](=O)[O-] (tert-butyl (1-{4-[(6-chloro-3-nitropyridin-2-yl)amino]phenyl}cyclobutyl)carbamate), CN(C(=O)C1CCN(CC1)C1=CC(=CC=C1)B1OC(C(O1)(C)C)(C)C)C (N,N-dimethyl-1-[3-(4,4,5,5-tetramethyl-1,3,2-dioxaborolan-2-yl)phenyl]piperidine-4-carboxamide), Pd(PPh4)3. Run in C1(=CC=CC=C1)C.CCO (toluene EtOH). Run at temperature 100 celsius. Product: CN(C(=O)C1CCN(CC1)C=1C=C(C=CC1)C1=CC=C(C(=N1)NC1=CC=C(C=C1)C1(CCC1)NC(OC(C)(C)C)=O)[N+](=O)[O-])C (tert-butyl (1-{4-[(6-{3-[4-(dimethylcarbamoyl)piperidin-1-yl]phenyl}-3-nitropyridin-2-yl)amino]phenyl}cyclobutyl)carbamate). The yield is 91.0%. As a reaction SMILES: Cl[C:2]1[N:7]=[C:6]([NH:8][C:9]2[CH:14]=[CH:13][C:12]([C:15]3([NH:19][C:20](=[O:26])[O:21][C:22]([CH3:25])([CH3:24])[CH3:23])[CH2:18][CH2:17][CH2:16]3)=[CH:11][CH:10]=2)[C:5]([N+:27]([O-:29])=[O:28])=[CH:4][CH:3]=1.[CH3:30][N:31]([CH3:55])[C:32]([CH:34]1[CH2:39][CH2:38][N:37]([C:40]2[CH:45]=[CH:44][CH:43]=[C:42](B3OC(C)(C)C(C)(C)O3)[CH:41]=2)[CH2:36][CH2:35]1)=[O:33]>C1(C)C=CC=CC=1.CCO>[CH3:30][N:31]([CH3:55])[C:32]([CH:34]1[CH2:35][CH2:36][N:37]([C:40]2[CH:41]=[C:42]([C:2]3[N:7]=[C:6]([NH:8][C:9]4[CH:14]=[CH:13][C:12]([C:15]5([NH:19][C:20](=[O:26])[O:21][C:22]([CH3:23])([CH3:24])[CH3:25])[CH2:18][CH2:17][CH2:16]5)=[CH:11][CH:10]=4)[C:5]([N+:27]([O-:29])=[O:28])=[CH:4][CH:3]=3)[CH:43]=[CH:44][CH:45]=2)[CH2:38][CH2:39]1)=[O:33] |f:2.3|. Reported procedure: To a solution of tert-butyl (1-{4-[(6-chloro-3-nitropyridin-2-yl)amino]phenyl}cyclobutyl)carbamate (4.1 g, 9.8 mmol) in toluene/EtOH/saturated NaHCO3 (200/200/20 mL), were added N,N-dimethyl-1-[3-(4,4,5,5-tetramethyl-1,3,2-dioxaborolan-2-yl)phenyl]piperidine-4-carboxamide. (4.2 g, 12 mmol), Pd(PPh4)3 (563 mg, 0.49 mmol). The mixture was heated at 100° C. for 18 h. The mixture was filtered through celite, separated and evaporated. The residue was purified with silica gel column chromatography (he... Conditions: time 16 hour. Starting materials: C1(CC1)COC=1C=C2C=CC=C(C2=CC1)[C@H]1CO[C@@H](OC1)CCCN (trans-3-[5-(6-cyclopropylmethoxynaphthalen-1-yl)-1,3-dioxan-2-yl]propylamine), ClC(=O)OC1=CC=C(C=C1)Cl (4-chlorophenyl chloroformate), C(C)(C)N(C(C)C)CC (N,N-diisopropylethylamine). Procedure: 0.205 g (0.60 mmol) of trans-3-[5-(6-cyclopropylmethoxynaphthalen-1-yl)-1,3-dioxan-2-yl]propylamine is added, in small portions and at ambient temperature, to a solution of 0.110 ml (0.78 mmol) of 4-chlorophenyl chloroformate and 0.205 ml (1.2 mmol) of N,N-diisopropylethylamine in 6 ml of dichloromethane. The mixture is stirred at ambient temperature for 16 hours, then washing is carried out with 5 ml of a saturated sodium bicarbonate solution. The phases are separated and the organic phase is f... As a reaction SMILES: [CH:1]1([CH2:4][O:5][C:6]2[CH:7]=[C:8]3[C:13](=[CH:14][CH:15]=2)[C:12]([C@@H:16]2[CH2:21][O:20][C@@H:19]([CH2:22][CH2:23][CH2:24][NH2:25])[O:18][CH2:17]2)=[CH:11][CH:10]=[CH:9]3)[CH2:3][CH2:2]1.Cl[C:27]([O:29][C:30]1[CH:35]=[CH:34][C:33]([Cl:36])=[CH:32][CH:31]=1)=[O:28].C(N(CC)C(C)C)(C)C>ClCCl>[CH:1]1([CH2:4][O:5][C:6]2[CH:7]=[C:8]3[C:13](=[CH:14][CH:15]=2)[C:12]([C@@H:16]2[CH2:21][O:20][C@@H:19]([CH2:22][CH2:23][CH2:24][NH:25][C:27](=[O:28])[O:29][C:30]4[CH:35]=[CH:34][C:33]([Cl:36])=[CH:32][CH:31]=4)[O:18][CH2:17]2)=[CH:11][CH:10]=[CH:9]3)[CH2:2][CH2:3]1. Run in ClCCl (dichloromethane). The yield is 59.1%. The product is C1(CC1)COC=1C=C2C=CC=C(C2=CC1)[C@H]1CO[C@@H](OC1)CCCNC(OC1=CC=C(C=C1)Cl)=O (4-Chlorophenyl trans-3-[5-(6-cyclopropylmethoxy-naphthalen-1-yl)-1,3-dioxan-2-yl]propylcarbamate). Starting materials: NC1=NN(C=C1)CCCCC#N (5-(3-aminopyrazol-1-yl)valeronitrile), FC(CN=C=S)(F)F (2,2,2-trifluoroethylisothiocyanate). Solvent: C(C)#N (acetonitrile). Product: FC(CNC(NC1=NN(C=C1)CCCCC#N)=S)(F)F (5-(3-[3-(2,2,2-trifluoroethyl)thioureido]pyrazol-1-yl)valeronitrile). RXN SMILES: [NH2:1][C:2]1[CH:6]=[CH:5][N:4]([CH2:7][CH2:8][CH2:9][CH2:10][C:11]#[N:12])[N:3]=1.[F:13][C:14]([F:20])([F:19])[CH2:15][N:16]=[C:17]=[S:18]>C(#N)C>[F:13][C:14]([F:20])([F:19])[CH2:15][NH:16][C:17](=[S:18])[NH:1][C:2]1[CH:6]=[CH:5][N:4]([CH2:7][CH2:8][CH2:9][CH2:10][C:11]#[N:12])[N:3]=1. Procedure details: To a solution of 5-(3-aminopyrazol-1-yl)valeronitrile (7.0 g.) in acetonitrile (25 ml.) was added 2,2,2-trifluoroethylisothiocyanate (6.02 g.). After 15 minutes the solvent was evaporated in vacuo to give 5-(3-[3-(2,2,2-trifluoroethyl)thioureido]pyrazol-1-yl)valeronitrile as a white crystalline solid, m.p. 96°-98°.